Dataset: the Open Reaction Database (ORD), a public repository of structured organic reaction records. Task: describe an organic reaction: reactants, conditions, products, and yield Reactants: C([O-])([O-])=O.[Na+].[Na+] (sodium carbonate), C#C[C@H](CCCCC)O ((3S)-1-octyn-3-ol), O1CCCC=C1 (dihydropyran), S(O)(O)(=O)=O (sulfuric acid). Run at time 24 hour. Product: O1C(CCCC1)O[C@H](C#C)CCCCC ((3S)-3-(2-tetrahydropyranyloxy)-1-octyne). RXN SMILES: [CH:1]#[C:2][C@@H:3]([OH:9])[CH2:4][CH2:5][CH2:6][CH2:7][CH3:8].[O:10]1[CH:15]=[CH:14][CH2:13][CH2:12][CH2:11]1.S(=O)(=O)(O)O.C(=O)([O-])[O-].[Na+].[Na+]>>[O:10]1[CH2:15][CH2:14][CH2:13][CH2:12][CH:11]1[O:9][C@@H:3]([CH2:4][CH2:5][CH2:6][CH2:7][CH3:8])[C:2]#[CH:1] |f:3.4.5|. Procedure details: A mixture of (3S)-1-octyn-3-ol (63 g., 0.5 mole) and dihydropyran (63 g., 0.75 mole) is cooled to 5° in an ice bath and stirred while concentrated sulfuric acid (0.5 ml.) is added dropwise. The resulting solution is allowed to warm to room temperature and stand for 24 hours. The solution is then treated with solid anhydrous sodium carbonate, filtered, and distilled to yield (3S)-3-(2-tetrahydropyranyloxy)-1-octyne. The reactants are ClC=1C2=C(N=CN1)NC=C2C=O (4-chloro-7H-pyrrolo[2,3-d]pyrimidine-5-carbaldehyde), Cl.NO (hydroxylamine hydrochloride), [OH-].[Na+] (NaOH). Run in CCO (EtOH), O (H2O), CCO (EtOH). Run at time 30 minute. The product is ClC=1C2=C(N=CN1)NC=C2C=NO (4-chloro-7H-pyrrolo[2,3-d]pyrimidine-5-carbaldehyde oxime). As a reaction SMILES: [Cl:1][C:2]1[C:3]2[C:10]([CH:11]=O)=[CH:9][NH:8][C:4]=2[N:5]=[CH:6][N:7]=1.Cl.[NH2:14][OH:15].[OH-].[Na+]>CCO.O>[Cl:1][C:2]1[C:3]2[C:10]([CH:11]=[N:14][OH:15])=[CH:9][NH:8][C:4]=2[N:5]=[CH:6][N:7]=1 |f:1.2,3.4|. Procedure: To a suspension of 4-chloro-7H-pyrrolo[2,3-d]pyrimidine-5-carbaldehyde (E-3) (1.17 g, 6.47 mmol, 1.0 eq) and hydroxylamine hydrochloride (0.54 g, 7.77 mmol, 1.2 eq) in EtOH (25 mL), aqueous NaOH solution (0.31 g, 7.77 mmol, 1.2 eq) in H2O (4 mL) is added dropwise. The resulting mixture is stirred at RT for 30 min and then is diluted with a sufficient amount of EtOH to allow stirring for additional 30 min. The solid is collected by filtration, rinsed with H2O and dried in vacuo to afford the prod... Reactants: S(=O)(Cl)Cl (Thionyl chloride), NC1=C(C=C(C=C1)C(C1=CN=CN1C)C1=CC=C(C=C1)Cl)C(SCCC(=O)O)C1=CC(=CC=C1)Cl (3-[[[2-amino-5-[(4-chlorophenyl)(1-methyl-1H-imidazol-5-yl)methyl]phenyl](3-chlorophenyl)methyl]thio]-propanoic acid), [NH4+].[OH-] (NH4OH). Run in C1CCOC1 (THF). Product: ClC=1C=C(C=CC1)C1SCCC(NC2=C1C=C(C=C2)C(C2=CN=CN2C)C2=CC=C(C=C2)Cl)=O (6-(3-chlorophenyl)-8-[(4-chlorophenyl)(1-methyl-1H-imidazol-5-yl)methyl]-1,3,4,6-tetrahydro-2H-5,1-benzothiazocin-2-one). The yield is 3.5%. As a reaction SMILES: S(Cl)(Cl)=O.[NH2:5][C:6]1[CH:11]=[CH:10][C:9]([CH:12]([C:19]2[CH:24]=[CH:23][C:22]([Cl:25])=[CH:21][CH:20]=2)[C:13]2[N:17]([CH3:18])[CH:16]=[N:15][CH:14]=2)=[CH:8][C:7]=1[CH:26]([C:33]1[CH:38]=[CH:37][CH:36]=[C:35]([Cl:39])[CH:34]=1)[S:27][CH2:28][CH2:29][C:30](O)=[O:31].[NH4+].[OH-]>C1COCC1>[Cl:39][C:35]1[CH:34]=[C:33]([CH:26]2[C:7]3[CH:8]=[C:9]([CH:12]([C:19]4[CH:20]=[CH:21][C:22]([Cl:25])=[CH:23][CH:24]=4)[C:13]4[N:17]([CH3:18])[CH:16]=[N:15][CH:14]=4)[CH:10]=[CH:11][C:6]=3[NH:5][C:30](=[O:31])[CH2:29][CH2:28][S:27]2)[CH:38]=[CH:37][CH:36]=1 |f:2.3|. Reported procedure: Thionyl chloride (1 ml) was added slowly to a mixture of intermediate (22) (0.00456 mol) in THF (15 ml). The mixture was stirred and refluxed for 2.5 hours, poured out on ice and NH4OH and extracted with DCM. The organic layer was separated, dried (MgSO4), filtered and the solvent was evaporated till dryness. The residue (4 g) was purified by column chromatography over silica gel (eluent: CH2Cl2/CH3OH/NH4OH 95/5/0.1; 20–45 μm). The pure fractions were collected and the solvent was evaporated. Th... Conditions: temperature 0 celsius, time 30 minute. RXN SMILES: [CH3:1][CH:2]1[CH2:10][C:9]2[C:4](=[CH:5][C:6]([CH3:12])=[CH:7][C:8]=2[CH3:11])[C:3]1=O.Cl.[CH2:15](OCC)C>>[CH3:1][C:2]1[CH2:3][C:4]2[C:9]([C:10]=1[CH3:15])=[C:8]([CH3:11])[CH:7]=[C:6]([CH3:12])[CH:5]=2. Procedure: 2,4,6-Trimethylindanone (30.0 g, 0.17 moles) was stirred in diethylether (300 mL) at 0° C. as MeMgl (0.24 moles, 80.00 mL of 3.0 M solution in diethylether) was added dropwise. This mixture was stirred for another 30 minutes at 0° C. and then at 20° C. for an additional 3 hours. After the reaction period the mixture was poured on crushed ice, acidified with HCl, and extracted with 1 M HCl (2×100 mL), 1 M NaHCO3 (1×100 mL), and then H2O (1×100 mL). Drying over MgSO4 followed by filtration and sol... Yields the product CC=1CC2=CC(=CC(=C2C1C)C)C (2,3,4,6-Tetramethylindene). Starting materials: Cl (HCl), CC1C(C2=CC(=CC(=C2C1)C)C)=O (2,4,6-Trimethylindanone), solution, C(C)OCC (diethylether), C(C)OCC (diethylether). Isolated yield 94.3%. The reactants are C(C)C=1C(=NC(=C(C1)C=1SC=CC1)C)OC (3-ethyl-2-methoxy-6-methyl-5-(thiophen-2-yl)pyridine), [I-].[K+] (potassium iodide), C(C)#N (acetonitrile), Cl[Si](C)(C)C (chlorotrimethylsilane). Run in O (water). Conditions: temperature 80 celsius. Yields the product C(C)C=1C(NC(=C(C1)C=1SC=CC1)C)=O (3-ethyl-6-methyl-5-(thiophen-2-yl)-1H-pyridin-2-one). Isolated yield 90.0%. Reaction SMILES: [CH2:1]([C:3]1[C:4]([O:15]C)=[N:5][C:6]([CH3:14])=[C:7]([C:9]2[S:10][CH:11]=[CH:12][CH:13]=2)[CH:8]=1)[CH3:2].[I-].[K+].C(#N)C.Cl[Si](C)(C)C>O>[CH2:1]([C:3]1[C:4](=[O:15])[NH:5][C:6]([CH3:14])=[C:7]([C:9]2[S:10][CH:11]=[CH:12][CH:13]=2)[CH:8]=1)[CH3:2] |f:1.2|. Reported procedure: To a solution of 3-ethyl-2-methoxy-6-methyl-5-(thiophen-2-yl)pyridine (6.15 g, 26.36 mmol) of the above reaction, potassium iodide (8.75 g, 52.71 mmol) and acetonitrile (80 mL) is added chlorotrimethylsilane (6.69 mL, 52.71 mmol) and the resulting cloudy mixture is heated to 80° C. for 2 hr. The reaction is cooled, poured into water and the solids collected by filtration, washed with water, with ethyl acetate and dried giving 3-ethyl-6-methyl-5-(thiophen-2-yl)-1H-pyridin-2-one as a yellow solid ... Starting materials: CS(C)=O, CC(C)(C)OC(=O)Nc1ccc(CN2C(=O)C(Nc3ccc(N4CCOCC4)cc3)=C(c3ccccc3)S2(=O)=O)cn1. Product: Nc1ccc(CN2C(=O)C(Nc3ccc(N4CCOCC4)cc3)=C(c3ccccc3)S2(=O)=O)cn1. Reaction SMILES: [CH3:43][S:44]([CH3:45])=[O:46].[O:1]1[CH2:2][CH2:3][N:4]([c:7]2[cH:8][cH:9][c:10]([NH:13][C:14]3=[C:18]([c:19]4[cH:20][cH:21][cH:22][cH:23][cH:24]4)[S:17](=[O:25])(=[O:26])[N:16]([CH2:27][c:28]4[cH:29][cH:30][c:31]([NH:34][C:35](=[O:36])[O:37][C:38]([CH3:39])([CH3:40])[CH3:41])[n:32][cH:33]4)[C:15]3=[O:42])[cH:11][cH:12]2)[CH2:5][CH2:6]1>>[O:1]1[CH2:2][CH2:3][N:4]([c:7]2[cH:8][cH:9][c:10]([NH:13][C:14]3=[C:18]([c:19]4[cH:20][cH:21][cH:22][cH:23][cH:24]4)[S:17](=[O:25])(=[O:26])[N:16]([CH2:27][c:28]4[cH:29][cH:30][c:31]([NH2:34])[n:32][cH:33]4)[C:15]3=[O:42])[cH:11][cH:12]2)[CH2:5][CH2:6]1. Reactants: CCOC(=O)c1cccc(OC)c1, CC#N, Cc1ccccc1, [H-], [Na+]. The product is COc1cccc(C(=O)CC#N)c1. As a reaction SMILES: [CH2:1]([O:2][C:4]([c:5]1[cH:6][c:7]([O:11][CH3:12])[cH:8][cH:9][cH:10]1)=[O:13])[CH3:3].[CH3:16][C:17]#[N:18].[CH3:19][c:20]1[cH:21][cH:22][cH:23][cH:24][cH:25]1.[H-:15].[Na+:14]>>[C:4]([c:5]1[cH:6][c:7]([O:11][CH3:12])[cH:8][cH:9][cH:10]1)(=[O:13])[CH2:16][C:17]#[N:18]. Reactants: C(#N)N=C(N)N (dicyanodiamide), FC1=CC=C(C(=O)Cl)C=C1 (4-fluorobenzoyl chloride), [OH-].[K+] (Potassium hydroxide), CC(=O)C (acetone). The solvent is C(C)(=O)O (acetic acid), O (water), O (water), O (water). Run at temperature 0 celsius, time 1 hour. Yields the product FC1=CC=C(C(=O)NC(=N)NC#N)C=C1 (1-(4'-fluorobenzoyl)-3-cyanoguanidine). As a reaction SMILES: [OH-].[K+].[C:3]([N:5]=[C:6]([NH2:8])[NH2:7])#[N:4].CC(C)=O.[F:13][C:14]1[CH:22]=[CH:21][C:17]([C:18](Cl)=[O:19])=[CH:16][CH:15]=1>O.C(O)(=O)C>[F:13][C:14]1[CH:22]=[CH:21][C:17]([C:18]([NH:7][C:6]([NH:5][C:3]#[N:4])=[NH:8])=[O:19])=[CH:16][CH:15]=1 |f:0.1|. Procedure: Potassium hydroxide, 13.02 g (0.2 mole) is dissolved in 40 ml of water and 10.51 g (0.125 mole) of dicyanodiamide is added, followed by the addition of 50 ml of acetone. The mixture is cooled to 0° C. and the 4-fluorobenzoyl chloride from Step 1A, above, is added dropwise. The mixture is stirred at 0° C. for 1 hour and placed in the refrigerator overnight. The mixture is poured into 500 ml of water and the water is then acidified with an excess of acetic acid. The product forms a precipitate whi... Starting materials: C(C1=CC=CC=C1)OC1=NC(=NC2=CC=C(C=C12)Br)N1CCSC2=C(C1)C=CC=C2 (4-(4-benzyloxy-6-bromoquinazolin-2-yl)-2,3,4,5-tetrahydro-1,4-benzothiazepine), CN(C=O)C (N,N-dimethylformamide). Solvent: O (water), O1CCCC1 (tetrahydrofuran). Conditions: temperature -78 celsius, time 30 minute. The product is C(C1=CC=CC=C1)OC1=NC(=NC2=CC=C(C=C12)C=O)N1CCSC2=C(C1)C=CC=C2 (4-(Benzyloxy)-2-(2,3-dihydro-1,4-benzothiazepin-4(5H)-yl)quinazoline-6-carbaldehyde). Isolated yield 91.5%. As a reaction SMILES: [CH2:1]([O:8][C:9]1[C:18]2[C:13](=[CH:14][CH:15]=[C:16](Br)[CH:17]=2)[N:12]=[C:11]([N:20]2[CH2:26][C:25]3[CH:27]=[CH:28][CH:29]=[CH:30][C:24]=3[S:23][CH2:22][CH2:21]2)[N:10]=1)[C:2]1[CH:7]=[CH:6][CH:5]=[CH:4][CH:3]=1.CN(C)[CH:33]=[O:34]>O1CCCC1.O>[CH2:1]([O:8][C:9]1[C:18]2[C:13](=[CH:14][CH:15]=[C:16]([CH:33]=[O:34])[CH:17]=2)[N:12]=[C:11]([N:20]2[CH2:26][C:25]3[CH:27]=[CH:28][CH:29]=[CH:30][C:24]=3[S:23][CH2:22][CH2:21]2)[N:10]=1)[C:2]1[CH:7]=[CH:6][CH:5]=[CH:4][CH:3]=1. Procedure details: To a cooled solution of 4-(4-benzyloxy-6-bromoquinazolin-2-yl)-2,3,4,5-tetrahydro-1,4-benzothiazepine (500 mg, 1.048 mmol) in anhydrous tetrahydrofuran (10 mL) was added anhydrous N,N-dimethylformamide (150 μL, 1.94 mmol) at −78° C. After being stirred at −78° C. for 30 minutes, the mixture was warmed to room temperature, diluted with water (10 mL) and extracted with ethyl acetate (20 mL×3). The combined organic layers were washed with a saturated aqueous solution of ammonium chloride (40 mL) an... Reactants: C(C)(=O)OCC (ethyl acetate), C([O-])([O-])=O.[K+].[K+] (Potassium carbonate), CI (methyl iodide), C(CCC)C1=CC=C(CC2=NC=CC=C2O)C=C1 (2-(4-Butylbenzyl)-3-pyridinol). Solvent: CC(=O)C (acetone). Reaction conditions: time 3 hour. Product: C(CCC)C1=CC=C(CC2=NC=CC=C2OC)C=C1 (2-(4-Butylbenzyl)-3-methoxypyridine). Isolated yield 7.2%. As a reaction SMILES: [C:1](=[O:4])([O-])[O-].[K+].[K+].CI.[CH2:9]([C:13]1[CH:26]=[CH:25][C:16]([CH2:17][C:18]2[C:23](O)=[CH:22][CH:21]=[CH:20][N:19]=2)=[CH:15][CH:14]=1)[CH2:10][CH2:11][CH3:12].C(OCC)(=O)C>CC(C)=O>[CH2:9]([C:13]1[CH:26]=[CH:25][C:16]([CH2:17][C:18]2[C:23]([O:4][CH3:1])=[CH:22][CH:21]=[CH:20][N:19]=2)=[CH:15][CH:14]=1)[CH2:10][CH2:11][CH3:12] |f:0.1.2|. Procedure: Potassium carbonate (33.0 mg, 0.239 mmol) and methyl iodide (14.9 μl, 0.239 mmol) were added to a solution of the compound of Example B230 (19.2 mg, 0.0796 mmol) in acetone (1 ml), and this reaction mixture was stirred at room temperature for 3 hours. After ethyl acetate was added, the reaction mixture was washed with saturated brine and concentrated under reduced pressure. The residue was purified by silica gel column chromatography to give the title compound (1.47 mg).